From a dataset of the Open Reaction Database (ORD), a public repository of structured organic reaction records. describe an organic reaction: reactants, conditions, products, and yield Reactants: O=C([O-])[O-], CCN1CCNC(=O)C1c1ccc([N+](=O)[O-])cc1, CCO, Cl, [Fe], [K+], [K+]. Product: CCN1CCNC(=O)C1c1ccc(N)cc1. RXN SMILES: [C:20](=[O:21])([O-:22])[O-:23].[CH2:1]([CH3:2])[N:3]1[CH:4]([c:10]2[cH:11][cH:12][c:13]([N+:16]([O-:17])=[O:18])[cH:14][cH:15]2)[C:5](=[O:9])[NH:6][CH2:7][CH2:8]1.[CH3:27][CH2:28][OH:29].[ClH:19].[Fe:26].[K+:24].[K+:25]>>[CH2:1]([CH3:2])[N:3]1[CH:4]([c:10]2[cH:11][cH:12][c:13]([NH2:16])[cH:14][cH:15]2)[C:5](=[O:9])[NH:6][CH2:7][CH2:8]1. The reactants are [BH3-]C#N, CO, NC1CCCC1, [Na+], O=Cc1ccc(Oc2ccccc2)cc1. The product is c1ccc(Oc2ccc(CNC3CCCC3)cc2)cc1. As a reaction SMILES: [C:22]([BH3-:23])#[N:24].[CH3:26][OH:27].[CH:16]1([NH2:21])[CH2:17][CH2:18][CH2:19][CH2:20]1.[Na+:25].[O:1]([c:2]1[cH:3][cH:4][cH:5][cH:6][cH:7]1)[c:8]1[cH:9][cH:10][c:11]([CH:12]=[O:13])[cH:14][cH:15]1>>[O:1]([c:2]1[cH:3][cH:4][cH:5][cH:6][cH:7]1)[c:8]1[cH:9][cH:10][c:11]([CH2:12][NH:21][CH:16]2[CH2:17][CH2:18][CH2:19][CH2:20]2)[cH:14][cH:15]1. Reaction SMILES: [C:1]([C:4]1[CH:5]=[C:6]2[C:11](=[O:12])[O:10][C:8](=O)[C:7]2=[CH:13][CH:14]=1)([OH:3])=[O:2].[NH2:15][CH2:16][CH2:17][CH2:18][CH2:19][C:20]([OH:22])=[O:21]>>[C:1]([C:4]1[CH:5]=[C:6]2[C:11](=[O:12])[N:15]([CH2:16][CH2:17][CH2:18][CH2:19][C:20]([OH:22])=[O:21])[C:8](=[O:10])[C:7]2=[CH:13][CH:14]=1)([OH:3])=[O:2]. Product: C(=O)(O)C=1C=C2C(C(=O)N(C2=O)CCCCC(=O)O)=CC1 (4-carboxy-N-(4-carboxybutyl)phthalimide). The reactants are C(=O)(O)C=1C=C2C(C(=O)OC2=O)=CC1 (4-carboxyphthalic anhydride), NCCCCC(=O)O (5-aminopentanoic acid). Procedure: 4-carboxyphthalic anhydride (1.0 g, 0.0052 mol) and 5-aminopentanoic acid (0.61 g, 0.0052 mol) were refluxed as above overnight. Crystallisation of the product from EtOH yielded 1.51 g (72%) of 103 as a white solid: mp=223° C.; Rf 0.79 (A): Rf 0.92 (C): Rf 0.36 (D): IR (cm−1): 2750–3375 (OH), 3084 (C═CH), 2665 (C—H), 1767 (C═O), 1705 (bs, C═O), 1620 (C═C), 1486 (C═C), 1402 (CH2), 1382 (C—O), 1302 (C—O), 732 (C═CH); MS m/z (rel intensity) 291 (15), 290 (100). Yield: 99.7%. Starting materials: OCC1=CC=C(C=C1)CC(C)NC1=NC=CC(=N1)N1C=2N(C(CC1)=O)CC=C(N2)C2=CC=CC=C2 (1-{2-[2-(4-hydroxymethyl-phenyl)-1-methyl-ethylamino]-pyrimidin-4-yl}-8-phenyl-1,2,3,6-tetrahydro -pyrimido[1,2-a]pyrimidin-4-one). The reagents and catalysts are [O-2].[O-2].[Mn+4] (manganese dioxide). The solvent is ClCCl (dichloromethane). Reaction conditions: time 3 hour. Product: O=C1CCN(C=2N1CC=C(N2)C2=CC=CC=C2)C2=NC(=NC=C2)NC(CC2=CC=C(C=O)C=C2)C (4-{2-[4-(4-Oxo-8-phenyl-3,4-dihydro-2H,6H-pyrimido[1,2-a]pyrimidin-1-yl)-pyrimidin-2-ylamino]-propyl}-benzaldehyde). Reaction SMILES: [OH:1][CH2:2][C:3]1[CH:8]=[CH:7][C:6]([CH2:9][CH:10]([NH:12][C:13]2[N:18]=[C:17]([N:19]3[CH2:24][CH2:23][C:22](=[O:25])[N:21]4[CH2:26][CH:27]=[C:28]([C:30]5[CH:35]=[CH:34][CH:33]=[CH:32][CH:31]=5)[N:29]=[C:20]34)[CH:16]=[CH:15][N:14]=2)[CH3:11])=[CH:5][CH:4]=1>ClCCl.[O-2].[O-2].[Mn+4]>[O:25]=[C:22]1[N:21]2[CH2:26][CH:27]=[C:28]([C:30]3[CH:31]=[CH:32][CH:33]=[CH:34][CH:35]=3)[N:29]=[C:20]2[N:19]([C:17]2[CH:16]=[CH:15][N:14]=[C:13]([NH:12][CH:10]([CH3:11])[CH2:9][C:6]3[CH:7]=[CH:8][C:3]([CH:2]=[O:1])=[CH:4][CH:5]=3)[N:18]=2)[CH2:24][CH2:23]1 |f:2.3.4|. Procedure details: The mixture of 1-{2-[2-(4-hydroxymethyl-phenyl)-1-methyl-ethylamino]-pyrimidin-4-yl}-8-phenyl-1,2,3,6-tetrahydro -pyrimido[1,2-a]pyrimidin-4-one (0.38 g, 0.81 mmol) and manganese dioxide (3.5 g, 40.5 mmol) in dichloromethane was stirred at room temperature for 3 h. The mixture was filtered off and concentrated to afford a white solid. M+1=467.